Dataset: the Open Reaction Database (ORD), a public repository of structured organic reaction records. Task: describe an organic reaction: reactants, conditions, products, and yield Starting materials: Cl (hydrogen chloride), ClCl (chlorine), 17.3, COC1(C(CCCC1)=NO)OC (2,2-dimethoxycyclohexanone oxime). Solvent: C(Cl)Cl (methylene chloride). Conditions: time 0.5 hour. Product: 19.9, ClC1C(C(CCC1)=NO)(OC)OC (3-chloro-2,2-dimethoxycyclohexanone oxime). RXN SMILES: [Cl:1]Cl.[CH3:3][O:4][C:5]1([O:13][CH3:14])[CH2:10][CH2:9][CH2:8][CH2:7][C:6]1=[N:11][OH:12].Cl>C(Cl)Cl>[Cl:1][CH:10]1[CH2:9][CH2:8][CH2:7][C:6](=[N:11][OH:12])[C:5]1([O:4][CH3:3])[O:13][CH3:14]. Procedure details: Following the general procedure of Example 1, about 7.5 parts of elemental chlorine were added over a 21/2 hour period to a solution of 17.3 parts of 2,2-dimethoxycyclohexanone oxime and a catalytic amount of anhydrous hydrogen chloride dissolved in about 85 parts dry methylene chloride. The reaction contents were maintained at a temperature of about 25° to 35° C. under a dry nitrogen atmosphere. After the addition was completed, the contents were allowed to stir for an additional half hour and ... The reactants are C(C1=CC=CC=C1)O[C@@H]1[C@@]2(CO[C@]([C@@H]([C@H]1OCC1=CC=CC=C1)OCC1=CC=CC=C1)(O2)C2=CC(=C(C=C2)Cl)CC2=CC(=C(C=C2)OCC)F)C(C)O (1-[(1R,2S,3S,4R,5S)-2,3,4-tribenzyloxy-5-[4-chloro-3-[(4-ethoxy-3-fluoro-phenyl)methyl]phenyl]-6,8-dioxabicyclo[3.2.1]octane-1-yl]ethanol), ClC1=C(C=CC=C1)Cl (o-dichlorobenzene). The reagents and catalysts are [Pd] (Pd/C). Solvent: CO.O1CCCC1 (methanol tetrahydrofuran). Run at time 3 hour. The product is ClC1=C(C=C(C=C1)[C@]12[C@@H]([C@H]([C@@H]([C@](CO1)(O2)C(C)O)O)O)O)CC2=CC(=C(C=C2)OCC)F ((1R,2S,3S,4R,5S)-5-[4-chloro-3-[(4-ethoxy-3-fluoro-phenyl)methyl]phenyl]-1-(1-hydroxyethyl)-6,8-dioxabicyclo[3.2.1]octane-2,3,4-triol). Isolated yield 36.5%. Reaction SMILES: C([O:8][C@H:9]1[C@H:15]([O:16]CC2C=CC=CC=2)[C@@H:14]([O:24]CC2C=CC=CC=2)[C@:13]2([C:33]3[CH:38]=[CH:37][C:36]([Cl:39])=[C:35]([CH2:40][C:41]4[CH:46]=[CH:45][C:44]([O:47][CH2:48][CH3:49])=[C:43]([F:50])[CH:42]=4)[CH:34]=3)[O:32][C@@:10]1([CH:51]([OH:53])[CH3:52])[CH2:11][O:12]2)C1C=CC=CC=1.ClC1C=CC=CC=1Cl>[Pd].CO.O1CCCC1>[Cl:39][C:36]1[CH:37]=[CH:38][C:33]([C@@:13]23[O:32][C@@:10]([CH:51]([OH:53])[CH3:52])([CH2:11][O:12]2)[C@@H:9]([OH:8])[C@H:15]([OH:16])[C@H:14]3[OH:24])=[CH:34][C:35]=1[CH2:40][C:41]1[CH:46]=[CH:45][C:44]([O:47][CH2:48][CH3:49])=[C:43]([F:50])[CH:42]=1 |f:3.4|. Procedure details: To a solution of 1-[(1R,2S,3S,4R,5S)-2,3,4-tribenzyloxy-5-[4-chloro-3-[(4-ethoxy-3-fluoro-phenyl) methyl]phenyl]-6,8-dioxabicyclo[3.2.1]octane-1-yl]ethanol 19c (2.16 g, 2.92 mmol) in a methanol/tetrahydrofuran mixture (v/v=4/1, 20 mL) were added o-dichlorobenzene (1.64 mL, 14.6 mmol) and 10% Pd/C (0.5 g, 0.42 mmol) in turn at room temperature. The mixture was stirred at room temperature for 3 hours under H2 and filtered. The filter cake was washed with a tetrahydrofuran/methanol mixture (v/v=1/4... Reactants: ClC=1C=C(COC2=CC=C(C=C2)[C@@H]2OC=3C(=CC=4C[C@H](N(CC4C3)[C@@H](CC)C3=CC=CC=C3)C(=O)O)OC2)C=CC1Cl ((3S,8S)-3-[4-(3,4-Dichloro-benzyloxy)-phenyl]-7-((S)-1-phenyl-propyl)-2,3,6,7,8,9-hexahydro-[1,4]dioxino[2,3-g]isoquinoline-8-carboxylic acid), Cl.COC([C@H](CC=1SC(=CC1)C1=CC=C(C=C1)C#N)N)=O ((S)-2-amino-3-[5-(4-cyano-phenyl)-thiophen-2-yl]-propionic acid methyl ester hydrochloride), ester. The product is C(#N)C1=CC=C(C=C1)C1=CC=C(S1)C[C@@H](C(=O)O)NC(=O)[C@H]1N(CC=2C=C3C(=CC2C1)OC[C@@H](O3)C3=CC=C(C=C3)OCC3=CC(=C(C=C3)Cl)Cl)[C@@H](CC)C3=CC=CC=C3 ((S)-3-[5-(4-Cyano-phenyl)-thiophen-2-yl]-2-{[(3S,8S)-3-[4-(3,4-dichloro-benzyloxy)-phenyl]-7-((S)-1-phenyl-propyl)-2,3,6,7,8,9-hexahydro-[1,4]dioxino[2,3-g]isoquinoline-8-carbonyl]-amino}-propionic acid). Procedure details: (3S,8S)-3-[4-(3,4-Dichloro-benzyloxy)-phenyl]-7-((S)-1-phenyl-propyl)-2,3,6,7,8,9-hexahydro-[1,4]dioxino[2,3-g]isoquinoline-8-carboxylic acid (30 mg) was coupled with (S)-2-amino-3-[5-(4-cyano-phenyl)-thiophen-2-yl]-propionic acid methyl ester hydrochloride according to General Procedure L. The resulting ester (25 mg) was hydrolyzed according to General Procedure B to give the title compound (22 mg). LCMS (m/z): 861. Reaction SMILES: [Cl:1][C:2]1[CH:3]=[C:4]([CH:39]=[CH:40][C:41]=1[Cl:42])[CH2:5][O:6][C:7]1[CH:12]=[CH:11][C:10]([C@H:13]2[CH2:38][O:37][C:16]3=[CH:17][C:18]4[CH2:19][C@@H:20]([C:34]([OH:36])=O)[N:21]([C@H:25]([C:28]5[CH:33]=[CH:32][CH:31]=[CH:30][CH:29]=5)[CH2:26][CH3:27])[CH2:22][C:23]=4[CH:24]=[C:15]3[O:14]2)=[CH:9][CH:8]=1.Cl.C[O:45][C:46](=[O:63])[C@@H:47]([NH2:62])[CH2:48][C:49]1[S:50][C:51]([C:54]2[CH:59]=[CH:58][C:57]([C:60]#[N:61])=[CH:56][CH:55]=2)=[CH:52][CH:53]=1>>[C:60]([C:57]1[CH:56]=[CH:55][C:54]([C:51]2[S:50][C:49]([CH2:48][C@H:47]([NH:62][C:34]([C@@H:20]3[CH2:19][C:18]4[CH:17]=[C:16]5[O:37][CH2:38][C@H:13]([C:10]6[CH:11]=[CH:12][C:7]([O:6][CH2:5][C:4]7[CH:39]=[CH:40][C:41]([Cl:42])=[C:2]([Cl:1])[CH:3]=7)=[CH:8][CH:9]=6)[O:14][C:15]5=[CH:24][C:23]=4[CH2:22][N:21]3[C@H:25]([C:28]3[CH:29]=[CH:30][CH:31]=[CH:32][CH:33]=3)[CH2:26][CH3:27])=[O:36])[C:46]([OH:63])=[O:45])=[CH:53][CH:52]=2)=[CH:59][CH:58]=1)#[N:61] |f:1.2|. The reactants are CC1N=C(NC(C1C(=O)OCC)=O)SC (ethyl 4-methyl-2-(methylthio)-6-oxo-1,4,5,6-tetrahydro-5-pyrimidinecarboxylate), BrN1C(CCC1=O)=O (N-bromo succinimide), C([O-])([O-])=O.[K+].[K+] (potassium carbonate). The reagents and catalysts are C(C1=CC=CC=C1)(=O)OOC(C1=CC=CC=C1)=O (benzoyl peroxide). Run in C(Cl)(Cl)(Cl)Cl (carbon tetrachloride). Product: CC=1N=C(NC(C1C(=O)OCC)=O)SC (Ethyl 4-methyl-2-(methylthio)-6-oxo-1,6-dihydro-5-pyrimidinecarboxylate). Yield: 73.8%. Reaction SMILES: [CH3:1][CH:2]1[CH:7]([C:8]([O:10][CH2:11][CH3:12])=[O:9])[C:6](=[O:13])[NH:5][C:4]([S:14][CH3:15])=[N:3]1.BrN1C(=O)CCC1=O.C(=O)([O-])[O-].[K+].[K+]>C(OOC(=O)C1C=CC=CC=1)(=O)C1C=CC=CC=1.C(Cl)(Cl)(Cl)Cl>[CH3:1][C:2]1[N:3]=[C:4]([S:14][CH3:15])[NH:5][C:6](=[O:13])[C:7]=1[C:8]([O:10][CH2:11][CH3:12])=[O:9] |f:2.3.4|. Procedure: A round bottom flask was charged with ethyl 4-methyl-2-(methylthio)-6-oxo-1,4,5,6-tetrahydro-5-pyrimidinecarboxylate (11.2 g, 48.7 mmol), N-bromo succinimide (8.67 g, 48.7 mmol), benzoyl peroxide (0.65 g, 2.7 mmol), potassium carbonate (67 g, 487 mmol) and carbon tetrachloride (700 mL). The reaction was heated to reflux for 45 min and cooled to room temperature. The reaction was quenched with to water (500 mL) and washed with methylene chloride. Aqueous phase was acidified by dropwise addition o... Starting materials: O=S1(CCC(=CC1)C1=C(C=C(C=C1)N1C(O[C@H](C1)CN=[N+]=[N-])=O)F)=O ((5R)-3-[4-(1,1-Dioxo-3,6-dihydro-2H-thiopyran-4-yl)-3-fluorophenyl]-5-(azidomethyl)oxazolidin-2-one), ClC(=C)S(=O)(=O)Cl (1-chloro-1-ethenesulfonyl chloride), ClC(=C)S(=O)(=O)Cl (1-chloro-1-ethenesulfonyl chloride). Solvent: ClCCl (dichloromethane). Product: O=S1(CCC(=CC1)C1=C(C=C(C=C1)N1C(O[C@H](C1)CN1N=NC(=C1)Cl)=O)F)=O ((5R)-3-[4-(1,1-Dioxo-3,6-dihydro-2H-thiopyran-4-yl)-3-fluorophenyl]-5-[4-chloro-1,2,3-triazol-1-ylmethyl]oxazolidin-2-one). Yield: 64.6%. As a reaction SMILES: [O:1]=[S:2]1(=[O:25])[CH2:7][CH:6]=[C:5]([C:8]2[CH:13]=[CH:12][C:11]([N:14]3[CH2:18][C@H:17]([CH2:19][N:20]=[N+:21]=[N-:22])[O:16][C:15]3=[O:23])=[CH:10][C:9]=2[F:24])[CH2:4][CH2:3]1.[Cl:26][C:27](S(Cl)(=O)=O)=[CH2:28]>ClCCl>[O:25]=[S:2]1(=[O:1])[CH2:3][CH:4]=[C:5]([C:8]2[CH:13]=[CH:12][C:11]([N:14]3[CH2:18][C@H:17]([CH2:19][N:20]4[CH:28]=[C:27]([Cl:26])[N:22]=[N:21]4)[O:16][C:15]3=[O:23])=[CH:10][C:9]=2[F:24])[CH2:6][CH2:7]1. Procedure: (5R)-3-[4-(1,1-Dioxo-3,6-dihydro-2H-thiopyran-4-yl)-3-fluorophenyl]-5-(azidomethyl)oxazolidin-2-one (Reference Example 2) (1.0 g, 2.7 mmol) and 1-chloro-1-ethenesulfonyl chloride (Intermediate 4) (1.1 g, 6.8 mmol) were heated to 90° C. for one hour with stirring. The reaction mixture was cooled to room temperature, diluted with dichloromethane (10 ml) and applied onto a silica gel column. Elution with hexanes/acetone (1.5:1) gave 0.745 g (64%) of the title compound as a colourless solid. Reactants: Cc1cc(C)c(-n2ccc3c(Cl)nn(C)c(=O)c32)c(C)c1, OCc1ccc(C(F)(F)F)cc1, [H-], [Na+], CN(C)C=O, O. Product: Cc1cc(C)c(-n2ccc3c(OCc4ccc(C(F)(F)F)cc4)nn(C)c(=O)c32)c(C)c1. Reaction SMILES: [Cl:15][c:16]1[c:17]2[c:18]([c:19](=[O:23])[n:20]([CH3:22])[n:21]1)[n:24](-[c:27]1[c:28]([CH3:35])[cH:29][c:30]([CH3:34])[cH:31][c:32]1[CH3:33])[cH:25][cH:26]2.[F:1][C:2]([c:3]1[cH:4][cH:5][c:6]([CH2:7][OH:8])[cH:9][cH:10]1)([F:11])[F:12].[H-:13].[Na+:14].[O:36]=[CH:37][N:38]([CH3:39])[CH3:40].[OH2:41]>>[F:1][C:2]([c:3]1[cH:4][cH:5][c:6]([CH2:7][O:8][c:16]2[c:17]3[c:18]([c:19](=[O:23])[n:20]([CH3:22])[n:21]2)[n:24](-[c:27]2[c:28]([CH3:35])[cH:29][c:30]([CH3:34])[cH:31][c:32]2[CH3:33])[cH:25][cH:26]3)[cH:9][cH:10]1)([F:11])[F:12].